describe an organic reaction: reactants, conditions, products, and yield From a dataset of the Open Reaction Database (ORD), a public repository of structured organic reaction records. Reactants: S(O)(O)(=O)=O (Sulfuric acid), Cl.C(C)C1=CC=C(C=C1)NN (4-ethyl phenyl hydrazine hydrochloride), CN1C(CCCC1)=O (N-Methyl piperidone). The solvent is O1CCOCC1 (dioxane). Run at time 5 minute. Product: C(C)C1=CC=2C3=C(NC2C=C1)CCN(C3)C (8-Ethyl-2-methyl-2,3,4,5-tetrahydro-1H-pyrido[4,3-b]indole). As a reaction SMILES: S(=O)(=O)(O)O.Cl.[CH2:7]([C:9]1[CH:14]=[CH:13][C:12]([NH:15]N)=[CH:11][CH:10]=1)[CH3:8].[CH3:17][N:18]1[CH2:23][CH2:22][CH2:21][CH2:20][C:19]1=O>O1CCOCC1>[CH2:7]([C:9]1[CH:14]=[CH:13][C:12]2[NH:15][C:21]3[CH2:22][CH2:23][N:18]([CH3:17])[CH2:19][C:20]=3[C:11]=2[CH:10]=1)[CH3:8] |f:1.2|. Reported procedure: Sulfuric acid is added to a solution of 4-ethyl phenyl hydrazine hydrochloride (1 equiv.) in dioxane, and stirred for 5 min. at RT. N-Methyl piperidone (0.76-1.4 equiv.) is added and the mixture is heated at 80° C. for 3 h. After completion, as monitored by TLC, the reaction mixture is concentrated under reduced pressure and basified to pH 10 using 10% aqueous KOH solution, extracted with EtOAc, dried over anhydrous sodium sulfate and concentrated under reduced pressure using rotary evaporator t... Starting materials: CNCCNC, Cc1ccccc1, O=C1CCC(=O)c2ccc(Cl)cc2N1, [K+], [K+], O=C([O-])[O-], Brc1ccccc1. Yields the product O=C1CCC(=O)N(c2ccccc2)c2cc(Cl)ccc21. Reaction SMILES: [CH3:28][NH:29][CH2:30][CH2:31][NH:32][CH3:33].[CH3:34][c:35]1[cH:36][cH:37][cH:38][cH:39][cH:40]1.[Cl:1][c:2]1[cH:3][cH:4][c:5]2[c:6]([cH:14]1)[NH:7][C:8](=[O:13])[CH2:9][CH2:10][C:11]2=[O:12].[K+:15].[K+:16].[O-:17][C:18]([O-:19])=[O:20].[c:21]1([Br:27])[cH:22][cH:23][cH:24][cH:25][cH:26]1>>[Cl:1][c:2]1[cH:3][cH:4][c:5]2[c:6]([cH:14]1)[N:7]([c:21]1[cH:22][cH:23][cH:24][cH:25][cH:26]1)[C:8](=[O:13])[CH2:9][CH2:10][C:11]2=[O:12]. The reactants are CC(C)(C)OC(=O)N1CCCC1C=Cc1cccnc1, COc1ccccc1, [Cl-], [Na+], [Na+], O=C([O-])O, O=C(O)C(F)(F)F. Product: C(=CC1CCCN1)c1cccnc1. As a reaction SMILES: [C:8]([O:9][C:10](=[O:11])[N:15]1[CH:16]([CH:20]=[CH:21][c:22]2[cH:23][n:24][cH:25][cH:26][cH:27]2)[CH2:17][CH2:18][CH2:19]1)([CH3:12])([CH3:13])[CH3:14].[CH3:35][O:36][c:37]1[cH:38][cH:39][cH:40][cH:41][cH:42]1.[Cl-:33].[Na+:32].[Na+:34].[O-:28][C:29]([OH:30])=[O:31].[OH:1][C:2]([C:3]([F:4])([F:5])[F:6])=[O:7]>>[NH:15]1[CH:16]([CH:20]=[CH:21][c:22]2[cH:23][n:24][cH:25][cH:26][cH:27]2)[CH2:17][CH2:18][CH2:19]1. Run at time 7 day. Reported procedure: A solution of 22.5 mg (35 μmol) of the catalyst from example Ala in 3.2 ml of a mixture of formic acid and triethylamine (5:2 v/v) is added dropwise to a mixture of 676 mg (6 mmol) of 2-methylcyclohexanone, 2.74 g (48 mmol of allylamine and 100 mg of magnesium sulfate, and stirred. After 7 days at room temperature, the reaction mixture is diluted with 20 ml of water and extracted three times with 15 ml of dichloromethane. The organic phase is dried over sodium sulfate. After removal of the solve... RXN SMILES: N[C@H](C(O)=O)C.[CH3:7][CH:8]1[CH2:13][CH2:12][CH2:11][CH2:10][C:9]1=O.[CH2:15]([NH2:18])[CH:16]=[CH2:17].S([O-])([O-])(=O)=O.[Mg+2]>O.ClCCl.CO.C(N(CC)CC)C.C(O)=O>[CH2:15]([NH:18][C@@H:9]1[CH2:10][CH2:11][CH2:12][CH2:13][C@@H:8]1[CH3:7])[CH:16]=[CH2:17] |f:3.4,6.7|. The product is C(C=C)N[C@H]1[C@H](CCCC1)C ((1R,2S)-N-allyl-(2-methylcyclohexyl)amine). Run in C(=O)O (formic acid), ClCCl.CO (dichloromethane methanol), C(C)N(CC)CC (triethylamine), O (water), mixture. The reagents and catalysts are catalyst. Reactants: N[C@@H](C)C(=O)O (Ala), S(=O)(=O)([O-])[O-].[Mg+2] (magnesium sulfate), CC1C(CCCC1)=O (2-methylcyclohexanone), C(C=C)N (allylamine). Yield: 77.0%. The reactants are C(C1=CC=CC=C1)ONCC1CCN(CC1)CC(F)(F)F (4-Benzyloxyaminomethyl-1-(2,2,2-trifluoroethyl)piperidine). Reagents/catalysts: [Pd] (palladium on carbon). Solvent: C(C)O (ethanol). Product: NCC1CCN(CC1)CC(F)(F)F (4-aminomethyl-1-(2,2,2-trifluoroethyl)piperidine). As a reaction SMILES: C(O[NH:9][CH2:10][CH:11]1[CH2:16][CH2:15][N:14]([CH2:17][C:18]([F:21])([F:20])[F:19])[CH2:13][CH2:12]1)C1C=CC=CC=1>C(O)C.[Pd]>[NH2:9][CH2:10][CH:11]1[CH2:16][CH2:15][N:14]([CH2:17][C:18]([F:21])([F:19])[F:20])[CH2:13][CH2:12]1. Procedure: 4-Benzyloxyaminomethyl-1-(2,2,2-trifluoroethyl)piperidine was dissolved in ethanol (50 mL) and hydrogenated over 10% palladium on carbon (0.5 g) for 10 hours. The mixture was filtered through a pad of celite and washed with methanol. The filtrate was evaporated to give 1.17 g of 4-aminomethyl-1-(2,2,2-trifluoroethyl)piperidine as a semi-solid. The reactants are Cl (hydrogen chloride), [H-].[Na+] (sodium hydride), OC1=CC=C(C=C1)SC1CCCC=2C=CC=NC12 (8-(4-hydroxyphenylthio)-5,6,7,8-tetrahydroquinoline), n-bromobutane. Run in CCOCC (ether), CN(C=O)C (dimethylformamide). Run at time 8 hour. The product is Cl.C(CCC)OC1=CC=C(C=C1)SC1CCCC=2C=CC=NC12 (8-(4-n-Butoxyphenylthio)-5,6,7,8-tetrahydroquinoline hydrochloride). RXN SMILES: [H-].[Na+].[OH:3][C:4]1[CH:9]=[CH:8][C:7]([S:10][CH:11]2[C:20]3[N:19]=[CH:18][CH:17]=[CH:16][C:15]=3[CH2:14][CH2:13][CH2:12]2)=[CH:6][CH:5]=1.[ClH:21]>CN(C)C=O.CCOCC>[ClH:21].[CH2:9]([O:3][C:4]1[CH:9]=[CH:8][C:7]([S:10][CH:11]2[C:20]3[N:19]=[CH:18][CH:17]=[CH:16][C:15]=3[CH2:14][CH2:13][CH2:12]2)=[CH:6][CH:5]=1)[CH2:4][CH2:5][CH3:6] |f:0.1,6.7|. Procedure details: 0.72 g (24 mmol) of sodium hydride were added to a solution of 5.15 g (20 mmol) of 8-(4-hydroxyphenylthio)-5,6,7,8-tetrahydroquinoline in 26 ml of dimethylformamide under nitrogen. When effervescence had ceased, 3.29 g (24 mmol) of n-bromobutane were added dropwise with ice-cooling. After stirring at room temperature overnight, the mixture was poured into ice-cold water and extracted with ether to obtain a brown oil. A solution of the oil in ether was treated with ethereal hydrogen chloride to p... Starting materials: C(\C=C\C1=CC(OC)=C(O)C=C1)(=O)O (Ferulic acid), CO (methyl alcohol), Cl (hydrogen chloride). The solvent is CCCCCC.C(C)(=O)OCC (n-hexane ethyl acetate). The product is C(\C=C\C1=CC(OC)=C(O)C=C1)(=O)OC (methyl ferulate). Reaction SMILES: [C:1]([OH:14])(=[O:13])/[CH:2]=[CH:3]/[C:4]1[CH:12]=[CH:11][C:9]([OH:10])=[C:6]([O:7][CH3:8])[CH:5]=1.[CH3:15]O.Cl>CCCCCC.C(OCC)(=O)C>[C:1]([O:14][CH3:15])(=[O:13])/[CH:2]=[CH:3]/[C:4]1[CH:12]=[CH:11][C:9]([OH:10])=[C:6]([O:7][CH3:8])[CH:5]=1 |f:3.4|. Procedure details: Ferulic acid (4.85 g) and then methyl alcohol (50 ml) containing hydrogen chloride (4%) were placed in an egg-plant type flask (200 ml), and heated under reflux for 1 hour. The disappearance of the starting material was confirmed by thin layer chromatography (TLC: n-hexane/ethyl acetate=2/1), then the solvent was evaporated under reduced pressure by a rotary evaporator. Benzene was added to the residue, and then, the solvent was again evaporated by a rotary evaporator to obtain the crude product...